This data is from the Open Reaction Database (ORD), a public repository of structured organic reaction records. The task is: describe an organic reaction: reactants, conditions, products, and yield The reactants are ClC1=CC=C(C(=N1)OC)[N+](=O)[O-] (6-chloro-2-methoxy-3-nitropyridine), N1CC(CC1)O (3-pyrrolidinol), ice water. Run in C(C)O (ethanol). Run at time 1 hour. Product: COC1=C(C=CC(=N1)N1CC(CC1)O)[N+](=O)[O-] (1-(6-methoxy-5-nitropyridin-2-yl)pyrrolidin-3-ol). Isolated yield 78.9%. As a reaction SMILES: Cl[C:2]1[N:7]=[C:6]([O:8][CH3:9])[C:5]([N+:10]([O-:12])=[O:11])=[CH:4][CH:3]=1.[NH:13]1[CH2:17][CH2:16][CH:15]([OH:18])[CH2:14]1>C(O)C>[CH3:9][O:8][C:6]1[N:7]=[C:2]([N:13]2[CH2:17][CH2:16][CH:15]([OH:18])[CH2:14]2)[CH:3]=[CH:4][C:5]=1[N+:10]([O-:12])=[O:11]. Procedure: 2 g (0.0106 mol) of 6-chloro-2-methoxy-3-nitropyridine, 25 ml of ethanol and 1.9 g of 3-pyrrolidinol are charged to a fully equipped round-bottomed flask. The mixture is brought to 50° C. for one hour with stirring and the mixture is poured onto an ice/water mixture with stirring. The precipitate formed is filtered off and dried. 2 g of yellow powder are obtained. Reactants: FC(C(OC1=NC2=CC=CC=C2N=C1N(S(=O)(=O)CCC)COCC[Si](C)(C)C)C1=CC=[N+](C=C1)[O-])(F)F (4-(2,2,2-trifluoro-1-(3-(N-((2-(trimethylsilyl)ethoxy)methyl) propylsulfonamido)quinoxalin-2-yloxy)ethyl)pyridine 1-oxide), CNC(C)=O (N-methylacetamide), N1=C(C=CC=C1C)C (2,6-lutidine), C(C(=O)Cl)(=O)Cl (oxalyl dichloride), C([O-])(O)=O.[Na+] (sodium bicarbonate). The solvent is ClCCl (dichloromethane), ClCCl (dichloromethane), O (water). Conditions: time 15 minute. The product is CN(C(C)=O)C1=NC=CC(=C1)C(C(F)(F)F)OC1=NC2=CC=CC=C2N=C1N(S(=O)(=O)CCC)COCC[Si](C)(C)C (N-methyl-N-(4-(2,2,2-trifluoro-1-(3-(N-((2-(trimethylsilyl)ethoxy)methyl)propylsulfonamido)quinoxalin-2-yloxy)ethyl)pyridin-2-yl)acetamide). Yield: 98.9%. As a reaction SMILES: [CH3:1][NH:2][C:3](=[O:5])[CH3:4].N1C(C)=CC=CC=1C.C(Cl)(=O)C(Cl)=O.[F:20][C:21]([F:57])([F:56])[CH:22]([C:49]1[CH:54]=[CH:53][N+:52]([O-])=[CH:51][CH:50]=1)[O:23][C:24]1[C:33]([N:34]([CH2:41][O:42][CH2:43][CH2:44][Si:45]([CH3:48])([CH3:47])[CH3:46])[S:35]([CH2:38][CH2:39][CH3:40])(=[O:37])=[O:36])=[N:32][C:31]2[C:26](=[CH:27][CH:28]=[CH:29][CH:30]=2)[N:25]=1.C(=O)(O)[O-].[Na+]>ClCCl.O>[CH3:1][N:2]([C:53]1[CH:54]=[C:49]([CH:22]([O:23][C:24]2[C:33]([N:34]([CH2:41][O:42][CH2:43][CH2:44][Si:45]([CH3:47])([CH3:46])[CH3:48])[S:35]([CH2:38][CH2:39][CH3:40])(=[O:37])=[O:36])=[N:32][C:31]3[C:26](=[CH:27][CH:28]=[CH:29][CH:30]=3)[N:25]=2)[C:21]([F:20])([F:57])[F:56])[CH:50]=[CH:51][N:52]=1)[C:3](=[O:5])[CH3:4] |f:4.5|. Reported procedure: N-methylacetamide (0.097 mL, 1.30 mmol) was dissolved in dichloromethane (1.0 mL). To the solution were added at 0° C. 2,6-lutidine (0.30 mL, 2.5 mmol) and oxalyl dichloride (0.11 mL, 1.30 mmol). After stirring at the same temperature for 15 minutes, a solution of Compound B4 (145 mg, 0.253 mmol) obtained in Step 1 of Example 42 in dichloromethane (1.0 mL) was added and the mixture was further stirred at room temperature for 18 hours. A saturated aqueous sodium bicarbonate solution and water wer... Procedure details: Prepared from 2-bromopyridine and cyclobutanone by the method described in Example 10 to give the title compound (7.62 g, quantitative) as an orange oil; NMR δH (400 MHz, DMSO) 8.54 (1H, m), 7.75 (1H, td, J 7.6, 1.7 Hz), 7.59 (1H, m), 7.22 (1H, m), 5.70 (1H, s), 2.58 (2H, m), 2.23 (2H, m), 1.91 (2H, m); (M+H)+ 151. As a reaction SMILES: Br[C:2]1[CH:7]=[CH:6][CH:5]=[CH:4][N:3]=1.[C:8]1(=[O:12])[CH2:11][CH2:10][CH2:9]1>>[OH:12][C:8]1([C:2]2[CH:7]=[CH:6][CH:5]=[CH:4][N:3]=2)[CH2:11][CH2:10][CH2:9]1. Product: OC1(CCC1)C1=NC=CC=C1 (2-(1-Hydroxy-1-cyclobutyl)pyridine). Reactants: BrC1=NC=CC=C1 (2-bromopyridine), C1(CCC1)=O (cyclobutanone). The reactants are COC(=O)c1ccc(Br)o1, C1CCOC1, CC(C)(C)[O-], Cc1ccc([Si](C)(C)C)cc1O, Cl, [K+], O. The product is COC(=O)c1ccc(Oc2cc([Si](C)(C)C)ccc2C)o1. Reaction SMILES: [Br:19][c:20]1[cH:21][cH:22][c:23]([C:25](=[O:26])[O:27][CH3:28])[o:24]1.[CH2:30]1[O:31][CH2:32][CH2:33][CH2:34]1.[CH3:13][C:14]([CH3:15])([O-:16])[CH3:17].[CH3:1][Si:2]([c:3]1[cH:4][cH:5][c:6]([CH3:10])[c:7]([OH:9])[cH:8]1)([CH3:11])[CH3:12].[ClH:29].[K+:18].[OH2:35]>>[CH3:1][Si:2]([c:3]1[cH:4][cH:5][c:6]([CH3:10])[c:7]([O:9][c:20]2[cH:21][cH:22][c:23]([C:25](=[O:26])[O:27][CH3:28])[o:24]2)[cH:8]1)([CH3:11])[CH3:12]. Reported procedure: 4.47 g of 1,3-bis(benylideneamino)-2-morpholinoimidazolium tetrafluoroborate are suspended in 50 ml of methanol. A solution of 1.3 g of potassium cyanide in 20 ml of water is added dropwise within 15 minutes while cooling in an ice-bath, whereby a yellow solution results. The solution is stirred at room temperature for an additional 15 minutes, 150 ml of water are added and the mixture is extracted three times with 30 ml of methylene chloride each time. The combined methylene chloride extracts a... The product is C(C1=CC=CC=C1)=NN1C(=NC=C1)N1CCOCC1 (1-benzylideneamino-2-morpholinoimidazole). Starting materials: F[B-](F)(F)F.C(C1=CC=CC=C1)=N[N+]1=C(N(C=C1)N=CC1=CC=CC=C1)N1CCOCC1 (1,3-bis(benylideneamino)-2-morpholinoimidazolium tetrafluoroborate), [C-]#N.[K+] (potassium cyanide). The solvent is O (water), O (water), CO (methanol). As a reaction SMILES: F[B-](F)(F)F.[CH:6](=[N:13][N+:14]1[CH:18]=[CH:17][N:16](N=CC2C=CC=CC=2)[C:15]=1[N:27]1[CH2:32][CH2:31][O:30][CH2:29][CH2:28]1)[C:7]1[CH:12]=[CH:11][CH:10]=[CH:9][CH:8]=1.[C-]#N.[K+]>CO.O>[CH:6](=[N:13][N:14]1[CH:18]=[CH:17][N:16]=[C:15]1[N:27]1[CH2:32][CH2:31][O:30][CH2:29][CH2:28]1)[C:7]1[CH:12]=[CH:11][CH:10]=[CH:9][CH:8]=1 |f:0.1,2.3|. Run at time 15 minute. Reactants: CC(C)NC1CCN(CCc2ccccc2)CC1, CCO, O=[N+]([O-])c1ccccc1N=C=S, C1CCOC1. The product is CC(C)N(C(=S)Nc1ccccc1[N+](=O)[O-])C1CCN(CCc2ccccc2)CC1. As a reaction SMILES: [CH3:18][CH:19]([CH3:20])[NH:21][CH:22]1[CH2:23][CH2:24][N:25]([CH2:28][CH2:29][c:30]2[cH:31][cH:32][cH:33][cH:34][cH:35]2)[CH2:26][CH2:27]1.[CH3:36][CH2:37][OH:38].[N:1](=[C:2]=[S:3])[c:4]1[c:5]([N+:10](=[O:11])[O-:12])[cH:6][cH:7][cH:8][cH:9]1.[O:13]1[CH2:14][CH2:15][CH2:16][CH2:17]1>>[NH:1]([C:2](=[S:3])[N:21]([CH:19]([CH3:18])[CH3:20])[CH:22]1[CH2:23][CH2:24][N:25]([CH2:28][CH2:29][c:30]2[cH:31][cH:32][cH:33][cH:34][cH:35]2)[CH2:26][CH2:27]1)[c:4]1[c:5]([N+:10](=[O:11])[O-:12])[cH:6][cH:7][cH:8][cH:9]1.